Dataset: the Open Reaction Database (ORD), a public repository of structured organic reaction records. Task: describe an organic reaction: reactants, conditions, products, and yield Starting materials: C, Cc1cc(OCc2ccccc2)ccc1Cc1c(OC2OC(COC(=O)C(C)(C)C)C(OC(=O)C(C)(C)C)C(OC(=O)C(C)(C)C)C2OC(=O)C(C)(C)C)n[nH]c1C(C)C, C1CCOC1, [Pd]. The product is Cc1cc(O)ccc1Cc1c(OC2OC(COC(=O)C(C)(C)C)C(OC(=O)C(C)(C)C)C(OC(=O)C(C)(C)C)C2OC(=O)C(C)(C)C)n[nH]c1C(C)C. As a reaction SMILES: [C:66].[CH2:1]([c:2]1[cH:3][cH:4][cH:5][cH:6][cH:7]1)[O:8][c:9]1[cH:10][c:11]([CH3:60])[c:12]([CH2:15][c:16]2[c:17]([O:24][CH:25]3[CH:26]([O:27][C:28]([C:29]([CH3:30])([CH3:31])[CH3:32])=[O:33])[CH:34]([O:35][C:36]([C:37]([CH3:38])([CH3:39])[CH3:40])=[O:41])[CH:42]([O:43][C:44]([C:45]([CH3:46])([CH3:47])[CH3:48])=[O:49])[CH:50]([CH2:52][O:53][C:54]([C:55]([CH3:56])([CH3:57])[CH3:58])=[O:59])[O:51]3)[n:18][nH:19][c:20]2[CH:21]([CH3:22])[CH3:23])[cH:13][cH:14]1.[O:61]1[CH2:62][CH2:63][CH2:64][CH2:65]1.[Pd:67]>>[OH:8][c:9]1[cH:10][c:11]([CH3:60])[c:12]([CH2:15][c:16]2[c:17]([O:24][CH:25]3[CH:26]([O:27][C:28]([C:29]([CH3:30])([CH3:31])[CH3:32])=[O:33])[CH:34]([O:35][C:36]([C:37]([CH3:38])([CH3:39])[CH3:40])=[O:41])[CH:42]([O:43][C:44]([C:45]([CH3:46])([CH3:47])[CH3:48])=[O:49])[CH:50]([CH2:52][O:53][C:54]([C:55]([CH3:56])([CH3:57])[CH3:58])=[O:59])[O:51]3)[n:18][nH:19][c:20]2[CH:21]([CH3:22])[CH3:23])[cH:13][cH:14]1. The reactants are ClC1=CC2=CN(N=C2C(=C1)CC(=O)OC)COCC[Si](C)(C)C (methyl 2-(5-chloro-2-((2-(trimethylsilyl)ethoxy)methyl)-2H-indazol-7-yl)acetate), C(C)(=O)NC1=CC=C(C=C1)S(=O)(=O)N=[N+]=[N-] (4-acetamidobenzenesulfonyl azide), N12CCCCCC2=NCCC1 (1,8-Diazabicyclo[5.4.0]undec-7-ene). The solvent is C(C)#N (acetonitrile). Run at time 1 hour. Product: ClC1=CC2=CN(N=C2C(=C1)C(C(=O)OC)=[N+]=[N-])COCC[Si](C)(C)C (Methyl 2-(5-chloro-2-((2-(trimethylsilyl)ethoxy)methyl)-2H-indazol-7-yl)-2-diazoacetate). As a reaction SMILES: [Cl:1][C:2]1[CH:10]=[C:9]([CH2:11][C:12]([O:14][CH3:15])=[O:13])[C:8]2[C:4](=[CH:5][N:6]([CH2:16][O:17][CH2:18][CH2:19][Si:20]([CH3:23])([CH3:22])[CH3:21])[N:7]=2)[CH:3]=1.C(NC1C=CC(S([N:37]=[N+:38]=[N-])(=O)=O)=CC=1)(=O)C.N12CCCN=C1CCCCC2>C(#N)C>[Cl:1][C:2]1[CH:10]=[C:9]([C:11](=[N+:37]=[N-:38])[C:12]([O:14][CH3:15])=[O:13])[C:8]2[C:4](=[CH:5][N:6]([CH2:16][O:17][CH2:18][CH2:19][Si:20]([CH3:21])([CH3:23])[CH3:22])[N:7]=2)[CH:3]=1. Procedure: To a solution of methyl 2-(5-chloro-2-((2-(trimethylsilyl)ethoxy)methyl)-2H-indazol-7-yl)acetate (1.95 g, 5.49 mmol) and 4-acetamidobenzenesulfonyl azide (1.52 g, 6.32 mmol) in acetonitrile (11 mL) at 0° C. was added 1,8-Diazabicyclo[5.4.0]undec-7-ene (1.04 mL, 6.87 mmol) dropwise over 20 min. The ice bath was removed and stirring continued at room temperature for 1 h. The reaction was partitioned between water and ethyl acetate. The organics were washed with saturated sodium bicarbonate, dried ... Reactants: CCCN, CCOC(=O)C(C#N)=C(Cl)c1cccnc1Cl, C1CCOC1. The product is CCCNC(=C(C#N)C(=O)OCC)c1cccnc1Cl. RXN SMILES: [CH3:18][CH2:19][CH2:20][NH2:21].[Cl:1][C:2](=[C:3]([C:4](=[O:5])[O:6][CH2:7][CH3:8])[C:9]#[N:10])[c:11]1[c:12]([Cl:17])[n:13][cH:14][cH:15][cH:16]1.[O:22]1[CH2:23][CH2:24][CH2:25][CH2:26]1>>[C:2](=[C:3]([C:4](=[O:5])[O:6][CH2:7][CH3:8])[C:9]#[N:10])([c:11]1[c:12]([Cl:17])[n:13][cH:14][cH:15][cH:16]1)[NH:21][CH2:20][CH2:19][CH3:18].